Dataset: the Open Reaction Database (ORD), a public repository of structured organic reaction records. Task: describe an organic reaction: reactants, conditions, products, and yield Reactants: C1CC2NCCC3=CC=CC1=C23 (1,2,2a,3,4,5-Hexahydro-3-aza-acenaphthylene), Cl (hydrochloric acid). Run in C(C)O (ethanol). The product is Cl.C1CC2NCCC3=CC=CC1=C23 (1,2,2a,3,4,5-Hexahydro-3-aza-acenaphthylene hydrochloride). RXN SMILES: [CH2:1]1[C:11]2=[C:12]3[C:7](=[CH:8][CH:9]=[CH:10]2)[CH2:6][CH2:5][NH:4][CH:3]3[CH2:2]1.[ClH:13]>C(O)C>[ClH:13].[CH2:1]1[C:11]2=[C:12]3[C:7](=[CH:8][CH:9]=[CH:10]2)[CH2:6][CH2:5][NH:4][CH:3]3[CH2:2]1 |f:3.4|. Reported procedure: A solution of 2a,3,4,5-Tetrahydro-2H-3-aza-acenaphthylen-1-one (2 g, 11.5 mmol) in 6 N hydrochloric acid (150 ml) containing 10% Pd/C was hydrogenated at 50 psi of H2 for 24 h. The catalyst was filtered, the solution was basified with 20% NaOH and extracted with dichloromethane (3×150 ml). The organic layers were dried over Na2SO4 and concentrated to dryness to afford a colorless oil (1.6 g, 85% yield) identified as 1,2,2a,3,4,5-Hexahydro-3-aza-acenaphthylene. The addition of 2.8 N hydrochloric ... Starting materials: C(O)([O-])=O.[Na+] (sodium hydrogen carbonate), C1(CC1)S(=O)(=O)C1=CC=C(C=C1)C(CC1CCOCC1)C1=CC=C(N1)C1=NN=C(S1)C=O (5-(5-{1-[4-(cyclopropylsulfonyl)phenyl]-2-(tetrahydro-2H-pyran-4-yl)ethyl}-1H-pyrrol-2-yl)-1,3,4-thiadiazole-2-carbaldehyde), Cl.OC1CNC1 (3-hydroxyazetidine hydrochloride), C(C)(=O)O[BH-](OC(C)=O)OC(C)=O.[Na+] (sodium triacetoxyborohydride). The solvent is O1CCCC1 (tetrahydrofuran), C(C)N(CC)CC (triethylamine). Run at time 18 hour. Product: C1(CC1)S(=O)(=O)C1=CC=C(C=C1)C(CC1CCOCC1)C1=CC=C(N1)C1=NN=C(S1)CN1CC(C1)O (1-{[5-(5-{1-[4-(cyclopropylsulfonyl)phenyl]-2-(tetrahydro-2H-pyran-4-yl)ethyl}-1H-pyrrol-2-yl)-1,3,4-thiadiazol-2-yl]methyl}azetidin-3-ol). Isolated yield 28.8%. As a reaction SMILES: [CH:1]1([S:4]([C:7]2[CH:12]=[CH:11][C:10]([CH:13]([C:21]3[NH:25][C:24]([C:26]4[S:30][C:29]([CH:31]=O)=[N:28][N:27]=4)=[CH:23][CH:22]=3)[CH2:14][CH:15]3[CH2:20][CH2:19][O:18][CH2:17][CH2:16]3)=[CH:9][CH:8]=2)(=[O:6])=[O:5])[CH2:3][CH2:2]1.Cl.[OH:34][CH:35]1[CH2:38][NH:37][CH2:36]1.C(O[BH-](OC(=O)C)OC(=O)C)(=O)C.[Na+].C(=O)([O-])O.[Na+]>O1CCCC1.C(N(CC)CC)C>[CH:1]1([S:4]([C:7]2[CH:12]=[CH:11][C:10]([CH:13]([C:21]3[NH:25][C:24]([C:26]4[S:30][C:29]([CH2:31][N:37]5[CH2:38][CH:35]([OH:34])[CH2:36]5)=[N:28][N:27]=4)=[CH:23][CH:22]=3)[CH2:14][CH:15]3[CH2:20][CH2:19][O:18][CH2:17][CH2:16]3)=[CH:9][CH:8]=2)(=[O:5])=[O:6])[CH2:3][CH2:2]1 |f:1.2,3.4,5.6|. Reported procedure: To a solution of 5-(5-{1-[4-(cyclopropylsulfonyl)phenyl]-2-(tetrahydro-2H-pyran-4-yl)ethyl}-1H-pyrrol-2-yl)-1,3,4-thiadiazole-2-carbaldehyde (300 mg) in tetrahydrofuran (20 mL) were added 3-hydroxyazetidine hydrochloride (105 mg), sodium triacetoxyborohydride (270 mg) and triethylamine (177 μL) and the mixture was stirred at room temperature for 18 hr. Saturated aqueous sodium hydrogen carbonate solution was added to the reaction mixture, and the mixture was extracted with ethyl acetate. The eth...